Dataset: the Open Reaction Database (ORD), a public repository of structured organic reaction records. Task: describe an organic reaction: reactants, conditions, products, and yield The reactants are C(=O)([O-])[O-].[Na+].[Na+] (Na2CO3), OC(C[C@@]1(CCN(C(O1)=O)[C@@H](C)C1=CC=C(C=C1)B1OC(C(O1)(C)C)(C)C)C1=CC=CC=C1)(C)C ((S)-6-(2-hydroxy-2-methylpropyl)-6-phenyl-3-[(S)-1-(4-(4,4,5,5-tetramethyl-1,3,2-dioxaborolan-2-yl)phenyl)ethyl]-1,3-oxazinan-2-one), ClC1=NC=C(C#N)C=C1 (6-chloro-nicotinonitrile). Run in CN(C=O)C (dimethylformamide). Reaction conditions: temperature 100 celsius, time 8 hour. Yields the product OC(C[C@@]1(CCN(C(O1)=O)[C@@H](C)C1=CC=C(C=C1)C1=NC=C(C#N)C=C1)C1=CC=CC=C1)(C)C ((S)-6-(4-{(S)-1-[6-(2-Hydroxy-2-methyl-propyl)-2-oxo-6-phenyl-[1,3]oxazinan-3-yl]-ethyl}-phenyl)-nicotinonitrile). The yield is 105.2%. RXN SMILES: C([O-])([O-])=O.[Na+].[Na+].[OH:7][C:8]([CH3:41])([CH3:40])[CH2:9][C@@:10]1([C:34]2[CH:39]=[CH:38][CH:37]=[CH:36][CH:35]=2)[O:15][C:14](=[O:16])[N:13]([C@H:17]([C:19]2[CH:24]=[CH:23][C:22](B3OC(C)(C)C(C)(C)O3)=[CH:21][CH:20]=2)[CH3:18])[CH2:12][CH2:11]1.Cl[C:43]1[CH:50]=[CH:49][C:46]([C:47]#[N:48])=[CH:45][N:44]=1>CN(C)C=O>[OH:7][C:8]([CH3:40])([CH3:41])[CH2:9][C@@:10]1([C:34]2[CH:39]=[CH:38][CH:37]=[CH:36][CH:35]=2)[O:15][C:14](=[O:16])[N:13]([C@H:17]([C:19]2[CH:20]=[CH:21][C:22]([C:43]3[CH:50]=[CH:49][C:46]([C:47]#[N:48])=[CH:45][N:44]=3)=[CH:23][CH:24]=2)[CH3:18])[CH2:12][CH2:11]1 |f:0.1.2|. Procedure details: 2 M aqueous Na2CO3 solution (1.04 mL) was added to a solution of (S)-6-(2-hydroxy-2-methylpropyl)-6-phenyl-3-[(S)-1-(4-(4,4,5,5-tetramethyl-1,3,2-dioxaborolan-2-yl)phenyl)ethyl]-1,3-oxazinan-2-one (0.50 g) and 6-chloro-nicotinonitrile (0.22 g) in dimethylformamide (3 mL). The resulting mixture was sparged with argon for 5 min, before [1,1′-bis(diphenylphosphino)ferrocene]-dichloropalladium(II) dichloromethane complex (51 mg) is added. The mixture was heated to 100° C. and stirred at this tempera...